Dataset: the Open Reaction Database (ORD), a public repository of structured organic reaction records. Task: describe an organic reaction: reactants, conditions, products, and yield The reactants are S(O)(O)(=O)=O (sulfuric acid), COCOC1=CC=C(C(=O)C2=CC=CC=C2)C=C1 (4-(methoxymethoxy)benzophenone), BrCC(=O)OCC (ethyl bromoacetate), C1=CC=CC=C1 (benzene), II (iodine). Reagents/catalysts: [Zn] (zinc). Run in O (water), C1(=CC=CC=C1)C (toluene). Product: OC(CC(=O)OCC)(C1=CC=CC=C1)C1=CC=C(C=C1)OCOC (ethyl 3-hydroxy-3-[4-(methoxymethoxy)phenyl]-3-phenylpropionate). Isolated yield 39.9%. RXN SMILES: [CH3:1][O:2][CH2:3][O:4][C:5]1[CH:18]=[CH:17][C:8]([C:9]([C:11]2[CH:16]=[CH:15][CH:14]=[CH:13][CH:12]=2)=[O:10])=[CH:7][CH:6]=1.C1C=CC=CC=1.II.S(=O)(=O)(O)O.Br[CH2:33][C:34]([O:36][CH2:37][CH3:38])=[O:35]>[Zn].O.C1(C)C=CC=CC=1>[OH:10][C:9]([C:8]1[CH:17]=[CH:18][C:5]([O:4][CH2:3][O:2][CH3:1])=[CH:6][CH:7]=1)([C:11]1[CH:12]=[CH:13][CH:14]=[CH:15][CH:16]=1)[CH2:33][C:34]([O:36][CH2:37][CH3:38])=[O:35]. Procedure details: 0.485 g of 4-(methoxymethoxy)benzophenone was dissolved in 0.45 ml ethyl bromoacetate, 1.5 ml benzene and 1.5 ml toluene, mixed with 3.27 g of zinc and 50 mg of iodine, and then refluxed for 2 hours under a stream of argon. The reaction mixture was mixed with water, adjusted to pH 1 with concentrated sulfuric acid, and then extracted with benzene three times. The extract was filtrated to remove insoluble components, washed twice with water and once with brine, followed by drying over anhydrous m... Reactants: CN(C)CCN, CCOC(C)=O, CO, COC(=O)Cn1c(-c2ccccc2C=O)c(C2CCCCC2F)c2sc(C(=O)OC)cc21. The product is COC(=O)c1cc2c(s1)c(C1CCCCC1F)c1n2CC(=O)N(CCN(C)C)Cc2ccccc2-1. Reaction SMILES: [CH3:33][N:34]([CH2:35][CH2:36][NH2:37])[CH3:38].[CH3:39][CH2:40][O:41][C:42]([CH3:43])=[O:44].[CH3:45][OH:46].[F:1][CH:2]1[CH:3]([c:8]2[c:9]3[c:10]([n:11]([CH2:21][C:22]([O:20][CH3:24])=[O:23])[c:12]2-[c:13]2[c:14]([CH:19]=[O:25])[cH:15][cH:16][cH:17][cH:18]2)[cH:26][c:27]([C:29](=[O:30])[O:31][CH3:32])[s:28]3)[CH2:4][CH2:5][CH2:6][CH2:7]1>>[F:1][CH:2]1[CH:3]([c:8]2[c:9]3[c:10]([n:11]4[c:12]2-[c:13]2[c:14]([cH:15][cH:16][cH:17][cH:18]2)[CH2:19][N:37]([CH2:36][CH2:35][N:34]([CH3:33])[CH3:38])[C:22](=[O:23])[CH2:21]4)[cH:26][c:27]([C:29](=[O:30])[O:31][CH3:32])[s:28]3)[CH2:4][CH2:5][CH2:6][CH2:7]1. Reactants: Cl.N1=CC(=CC=C1)CC(=O)O (3-pyridylacetic acid hydrochloride), S(O)(O)(=O)=O (sulfuric acid), C(C)O (ethanol), [OH-].[NH4+] (Ammonium hydroxide). Product: C(C)OC(CC=1C=NC=CC1)=O (Pyridin-3-yl-acetic acid ethyl ester). Reaction SMILES: Cl.[N:2]1[CH:7]=[CH:6][CH:5]=[C:4]([CH2:8][C:9]([OH:11])=[O:10])[CH:3]=1.S(=O)(=O)(O)O.[OH-].[NH4+].[CH2:19](O)[CH3:20]>>[CH2:19]([O:10][C:9](=[O:11])[CH2:8][C:4]1[CH:3]=[N:2][CH:7]=[CH:6][CH:5]=1)[CH3:20] |f:0.1,3.4|. Procedure details: To a solution of 3-pyridylacetic acid hydrochloride (40 g, 230.41 mmol) in ethanol (90 mL) was added sulfuric acid (73 g, 744.3 mmole, 98%) under N2. The reaction mixture was refluxed for 4 h, then cooled to rt. Ammonium hydroxide (250 mL, 25%) was added and extracted with DCM (500 mL) twice, dried over sodium sulfate, concentrated to afford the title product (33 g), Reactants: Cl (hydrochloric acid), 122, C(C=1C(O)=CC=CC1)=O (salicylaldehyde), C(C)OC(O)O (orthoformic acid ethyl ester), C(C)O (ethanol). Product: C(C)OC(C=1C(O)=CC=CC1)OCC (Salicylaldehyde diethyl acetal). As a reaction SMILES: [CH:1](=[O:9])[C:2]1[C:3](=[CH:5][CH:6]=[CH:7][CH:8]=1)[OH:4].[CH2:10]([O:12]C(O)O)[CH3:11].Cl.[CH2:17](O)[CH3:18]>>[CH2:17]([O:9][CH:1]([O:12][CH2:10][CH3:11])[C:2]1[C:3](=[CH:5][CH:6]=[CH:7][CH:8]=1)[OH:4])[CH3:18]. Procedure: A mixture of 122 parts of salicylaldehyde, 180 parts of orthoformic acid ethyl ester and 120 parts of anhydrous ethanol was mixed with 1 ml of concentrated hydrochloric acid, whereupon the whole heated up spontaneously. After a short time, the solution was heated to the boil and then evaporated under vacuum, and the residue distilled under a high vacuum. The product passed over at 80°C under 0.15mm Hg pressure.